From a dataset of the Open Reaction Database (ORD), a public repository of structured organic reaction records. describe an organic reaction: reactants, conditions, products, and yield Reactants: CC#N, O=C(C=C(C(F)(F)F)C(F)(F)F)NC(Cc1ccccc1)(c1cc(F)cc(OC(F)(F)C(F)F)c1)c1ccc(Cl)cn1, [O-]Cl, [Na+], [O-][n+]1ccc(-c2ccccc2)cc1. Yields the product O=C(NC(Cc1ccccc1)(c1cc(F)cc(OC(F)(F)C(F)F)c1)c1ccc(Cl)cn1)C1OC1(C(F)(F)F)C(F)(F)F. As a reaction SMILES: [CH3:59][C:60]#[N:61].[Cl:1][c:2]1[cH:3][cH:4][c:5]([C:8]([CH2:9][c:10]2[cH:11][cH:12][cH:13][cH:14][cH:15]2)([c:16]2[cH:17][c:18]([F:29])[cH:19][c:20]([O:22][C:23]([CH:24]([F:25])[F:26])([F:27])[F:28])[cH:21]2)[NH:30][C:31]([CH:32]=[C:33]([C:34]([F:35])([F:36])[F:37])[C:38]([F:39])([F:40])[F:41])=[O:42])[n:6][cH:7]1.[Cl:56][O-:57].[Na+:58].[c:43]1(-[c:44]2[cH:45][cH:46][n+:47]([O-:55])[cH:48][cH:49]2)[cH:50][cH:51][cH:52][cH:53][cH:54]1>>[Cl:1][c:2]1[cH:3][cH:4][c:5]([C:8]([CH2:9][c:10]2[cH:11][cH:12][cH:13][cH:14][cH:15]2)([c:16]2[cH:17][c:18]([F:29])[cH:19][c:20]([O:22][C:23]([CH:24]([F:25])[F:26])([F:27])[F:28])[cH:21]2)[NH:30][C:31]([CH:32]2[C:33]([C:34]([F:35])([F:36])[F:37])([C:38]([F:39])([F:40])[F:41])[O:55]2)=[O:42])[n:6][cH:7]1. Reactants: COC(CC1=CC(=CC=C1)NC(=O)C=1OC(=CC1)Br)=O ({3-[(5-Bromo-furan-2-carbonyl)-amino]-phenyl}-acetic acid methyl ester), COC=1C=C(C=CC1)B(O)O (3-methoxy-phenylboronic acid). Yields the product COC(CC1=CC(=CC=C1)NC(=O)C=1OC(=CC1)C1=CC(=CC=C1)OC)=O ((3-{[5-(3-Methoxy-phenyl)-furan-2-carbonyl]-amino}-phenyl)-acetic acid methyl ester). Reaction SMILES: [CH3:1][O:2][C:3](=[O:20])[CH2:4][C:5]1[CH:10]=[CH:9][CH:8]=[C:7]([NH:11][C:12]([C:14]2[O:15][C:16](Br)=[CH:17][CH:18]=2)=[O:13])[CH:6]=1.[CH3:21][O:22][C:23]1[CH:24]=[C:25](B(O)O)[CH:26]=[CH:27][CH:28]=1>>[CH3:1][O:2][C:3](=[O:20])[CH2:4][C:5]1[CH:10]=[CH:9][CH:8]=[C:7]([NH:11][C:12]([C:14]2[O:15][C:16]([C:27]3[CH:26]=[CH:25][CH:24]=[C:23]([O:22][CH3:21])[CH:28]=3)=[CH:17][CH:18]=2)=[O:13])[CH:6]=1. Procedure: Methyl ester (16) (100 mg, 0.30 mmol) was coupled to 3-methoxy-phenylboronic acid (49 mg, 0.33 mmol) using Method E. The crude compound was purified by column chromatography, eluting in 17% EtOAc in heptane to give the title compound. The reactants are C(CCCCCCC\C=C/CCCCCCCC)(=O)O (oleic acid), C(CCCCCCCC)C1=C(C=CC=C1)O (nonyl phenol), C(=O)=O (carbon dioxide), [OH-].[Ba+2].[OH-] (barium hydroxide). The solvent is alkylbenzene, COCCO (methyl cellosolve). Conditions: time 30 minute. The product is C(CCCCCCC\C=C/CCCCCCCC)(=O)[O-].[Ba+2].C(CCCCCCC\C=C/CCCCCCCC)(=O)[O-].C([O-])([O-])=O (barium oleate carbonate). Yield: 32.0%. Reaction SMILES: [OH-].[Ba+2:2].[OH-].[C:4]([OH:23])(=[O:22])[CH2:5][CH2:6][CH2:7][CH2:8][CH2:9][CH2:10][CH2:11]/[CH:12]=[CH:13]\[CH2:14][CH2:15][CH2:16][CH2:17][CH2:18][CH2:19][CH2:20][CH3:21].C(C1C=CC=CC=1[OH:39])CCCCCCCC.[C:40](=[O:42])=[O:41]>COCCO>[C:4]([O-:23])(=[O:22])[CH2:5][CH2:6][CH2:7][CH2:8][CH2:9][CH2:10][CH2:11]/[CH:12]=[CH:13]\[CH2:14][CH2:15][CH2:16][CH2:17][CH2:18][CH2:19][CH2:20][CH3:21].[Ba+2:2].[C:4]([O-:23])(=[O:22])[CH2:5][CH2:6][CH2:7][CH2:8][CH2:9][CH2:10][CH2:11]/[CH:12]=[CH:13]\[CH2:14][CH2:15][CH2:16][CH2:17][CH2:18][CH2:19][CH2:20][CH3:21].[C:40](=[O:39])([O-:42])[O-:41] |f:0.1.2,7.8.9.10|. Procedure: 41 g of anhydrous barium hydroxide was slowly added to 300 g of methyl cellosolve and dissolved therein. Next, 11 g of oleic acid and a mixture of 10 g of nonyl phenol with 36 g of an alkylbenzene solvent were added thereto followed by stirring for approximately 30 minutes. Then the mixture was allowed to react while blowing carbon dioxide into the reaction system and the temperature was slowly elevated to 150° C. while removing the water thus formed. After dehydrating and removing the methyl ce... The reactants are Cl.C(C)(C)(C)N1N=C2C(NC3(CC2=C1)CCNCC3)=O (2′-tert-butyl-4′,6′-dihydrospiro[piperidine-4,5′-pyrazolo[3,4-c]pyridin]-7′(2′H)-one hydrochloride salt), ClC1=NC2=CC(=CC=C2C=C1)C(=O)O (2-chloroquinoline-7-carboxylic acid), Cl.C(C)(C)(C)N1N=C2C(NC3(CC2=C1)CCNCC3)=O (2′-tert-butyl-4′,6′-dihydrospiro[piperidine-4,5′-pyrazolo[3,4-c]pyridin]-7′(2′H)-one hydrochloride salt), ClC1=NC2=CC(=CC=C2C=C1)C(=O)O (2-chloroquinoline-7-carboxylic acid). Product: C(C)(C)(C)N1N=C2C(NC3(CC2=C1)CCN(CC3)C(=O)C3=CC=C1C=CC(=NC1=C3)Cl)=O (2′-tert-butyl-1-(2-chloroquinoline-7-carbonyl)-4′,6′-dihydrospiro[piperidine-4,5′-pyrazolo[3,4-c]pyridin]-7′(2′H)-one). As a reaction SMILES: Cl.[C:2]([N:6]1[CH:14]=[C:13]2[C:8]([C:9](=[O:20])[NH:10][C:11]3([CH2:19][CH2:18][NH:17][CH2:16][CH2:15]3)[CH2:12]2)=[N:7]1)([CH3:5])([CH3:4])[CH3:3].[Cl:21][C:22]1[CH:31]=[CH:30][C:29]2[C:24](=[CH:25][C:26]([C:32](O)=[O:33])=[CH:27][CH:28]=2)[N:23]=1>>[C:2]([N:6]1[CH:14]=[C:13]2[C:8]([C:9](=[O:20])[NH:10][C:11]3([CH2:19][CH2:18][N:17]([C:32]([C:26]4[CH:25]=[C:24]5[C:29]([CH:30]=[CH:31][C:22]([Cl:21])=[N:23]5)=[CH:28][CH:27]=4)=[O:33])[CH2:16][CH2:15]3)[CH2:12]2)=[N:7]1)([CH3:5])([CH3:3])[CH3:4] |f:0.1|. Reported procedure: The title compound was prepared by a method analogous to that described for Example 3 using 2′-tert-butyl-4′,6′-dihydrospiro[piperidine-4,5′-pyrazolo[3,4-c]pyridin]-7′(2′H)-one hydrochloride salt (Intermediate 4) and 2-chloroquinoline-7-carboxylic acid (Intermediate 44). +ESI (M+H) 452.3; 1H NMR (400 MHz, CDCl3, δ): 8.12 (d, J=8.2 Hz, 1H), 7.98 (br. s., 1H), 7.88 (dd, J=8.4 Hz, 1H), 7.61 (dd, J=8.4, 1.6 Hz, 1H), 7.44 (d, J=8.6 Hz, 1H), 7.39 (s, 1H), 5.91 (br. s., 1H), 4.06-4.22 (m, 1H), 3.38-3.6... The reactants are O=C(Cl)OCC(Cl)(Cl)Cl, C1CCOC1, O, c1ccncc1, Nc1cnns1. The product is O=C(Nc1cnns1)OCC(Cl)(Cl)Cl. Reaction SMILES: [Cl:13][C:14](=[O:15])[O:16][CH2:17][C:18]([Cl:19])([Cl:20])[Cl:21].[O:23]1[CH2:24][CH2:25][CH2:26][CH2:27]1.[OH2:22].[cH:7]1[cH:8][cH:9][n:10][cH:11][cH:12]1.[s:1]1[n:2][n:3][cH:4][c:5]1[NH2:6]>>[s:1]1[n:2][n:3][cH:4][c:5]1[NH:6][C:14](=[O:15])[O:16][CH2:17][C:18]([Cl:19])([Cl:20])[Cl:21]. Starting materials: C(=O)(C(F)(F)F)O (TFA), CNC1=NC=C(C=N1)C=1N=C(C2=C(N1)C(=C(S2)CN2CCNCC2)C)N2CCOCC2 (N-methyl-5-(7-methyl-4-morpholino-6-((piperazin-1-yl)methyl)thieno[3,2-d]pyrimidin-2-yl)pyrimidin-2-amine), C([C@@H](O)C)(=O)O (L-lactic acid). Yields the product O[C@H](C(=O)N1CCN(CC1)CC1=C(C=2N=C(N=C(C2S1)N1CCOCC1)C=1C=NC(=NC1)NC)C)C ((S)-2-hydroxy-1-(4-((7-methyl-2-(2-(methylamino)pyrimidin-5-yl)-4-morpholinothieno[3,2-d]pyrimidin-6-yl)methyl)piperazin-1-yl)propan-1-one). As a reaction SMILES: C(O)(C(F)(F)F)=O.[CH3:8][NH:9][C:10]1[N:15]=[CH:14][C:13]([C:16]2[N:17]=[C:18]([N:33]3[CH2:38][CH2:37][O:36][CH2:35][CH2:34]3)[C:19]3[S:24][C:23]([CH2:25][N:26]4[CH2:31][CH2:30][NH:29][CH2:28][CH2:27]4)=[C:22]([CH3:32])[C:20]=3[N:21]=2)=[CH:12][N:11]=1.[C:39](O)(=[O:43])[C@H:40]([CH3:42])[OH:41]>>[OH:41][C@@H:40]([CH3:42])[C:39]([N:29]1[CH2:30][CH2:31][N:26]([CH2:25][C:23]2[S:24][C:19]3[C:18]([N:33]4[CH2:34][CH2:35][O:36][CH2:37][CH2:38]4)=[N:17][C:16]([C:13]4[CH:14]=[N:15][C:10]([NH:9][CH3:8])=[N:11][CH:12]=4)=[N:21][C:20]=3[C:22]=2[CH3:32])[CH2:27][CH2:28]1)=[O:43]. Reported procedure: The crude TFA salt of N-methyl-5-(7-methyl-4-morpholino-6-((piperazin-1-yl)methyl)thieno[3,2-d]pyrimidin-2-yl)pyrimidin-2-amine was reacted with L-lactic acid via General Procedure B to give 24.5 mg of 389 after reverse phase HPLC purification. MS (Q1) 513.3 (M)+.